The task is: describe an organic reaction: reactants, conditions, products, and yield. This data is from the Open Reaction Database (ORD), a public repository of structured organic reaction records. The reactants are Cl.Cl.COC1=CC=C(C=C1)N1CCNCC1 (1-(4-methoxyphenyl)-piperazine dihydrochloride), C(CCCC)(=O)Cl (valeryl chloride), C(CC(C)C)(=O)Cl (isovaleryl chloride), C(C1=CC=CC=C1)OC1=C(C=C(C=C1)N1CCNCC1)F (1-(4-benzyloxy-3-fluorophenyl)piperazine). Yields the product C(C1=CC=CC=C1)OC1=C(C=C(C=C1)N1CCN(CC1)C(CCCC)=O)F (4-(4-benzyloxy-3-fluorophenyl)-1-valerylpiperazine). Reaction SMILES: Cl.Cl.C[O:4][C:5]1C=[CH:9][C:8](N2CCNCC2)=[CH:7][CH:6]=1.C(Cl)(=O)CC(C)C.[CH2:24]([O:31][C:32]1[CH:37]=[CH:36][C:35]([N:38]2[CH2:43][CH2:42][NH:41][CH2:40][CH2:39]2)=[CH:34][C:33]=1[F:44])[C:25]1[CH:30]=[CH:29][CH:28]=[CH:27][CH:26]=1.C(Cl)(=O)CCCC>>[CH2:24]([O:31][C:32]1[CH:37]=[CH:36][C:35]([N:38]2[CH2:43][CH2:42][N:41]([C:5](=[O:4])[CH2:6][CH2:7][CH2:8][CH3:9])[CH2:40][CH2:39]2)=[CH:34][C:33]=1[F:44])[C:25]1[CH:26]=[CH:27][CH:28]=[CH:29][CH:30]=1 |f:0.1.2|. Procedure details: Production Example 3 was repeated except that 1-(4-methoxyphenyl)-piperazine dihydrochloride and isovaleryl chloride were replaced with 1-(4-benzyloxy-3-fluorophenyl)piperazine (286 mg) and valeryl chloride (131 μL), respectively, to provide crude 4-(4-benzyloxy-3-fluorophenyl)-1-valerylpiperazine (367 mg). The reactants are Cl.OC(C1=C2C=CC(=CC2=CC=C1C1=C(C=C(C=C1F)F)F)O)C1=CC=C(C=C1)OCCN1CCCCC1 (5-{hydroxy-[4-(2-piperidin-1-yl-ethoxy)-phenyl]-methyl}-6-(2,4,6-trifluoro-phenyl)-naphthalen-2-ol hydrochloride), CC(C)([O-])C.[K+] (potassium tert-butoxide). The solvent is CN(C)C=O (DMF). Run at temperature 50 celsius. Yields the product FC=1C=C2OC(C3=C4C=CC(=CC4=CC=C3C2=C(C1)F)O)C1=CC=C(C=C1)OCCN1CCCCC1 (8,10-Difluoro-5-[4-(2-piperidin-1-yl-ethoxy)-phenyl]-5H-6-oxa-chrysen-2-ol). The yield is 77.9%. As a reaction SMILES: Cl.[OH:2][CH:3]([C:24]1[CH:29]=[CH:28][C:27]([O:30][CH2:31][CH2:32][N:33]2[CH2:38][CH2:37][CH2:36][CH2:35][CH2:34]2)=[CH:26][CH:25]=1)[C:4]1[C:13]([C:14]2[C:19]([F:20])=[CH:18][C:17]([F:21])=[CH:16][C:15]=2F)=[CH:12][CH:11]=[C:10]2[C:5]=1[CH:6]=[CH:7][C:8]([OH:23])=[CH:9]2.CC(C)([O-])C.[K+]>CN(C=O)C>[F:21][C:17]1[CH:16]=[C:15]2[C:14](=[C:19]([F:20])[CH:18]=1)[C:13]1[C:4](=[C:5]3[C:10](=[CH:11][CH:12]=1)[CH:9]=[C:8]([OH:23])[CH:7]=[CH:6]3)[CH:3]([C:24]1[CH:25]=[CH:26][C:27]([O:30][CH2:31][CH2:32][N:33]3[CH2:34][CH2:35][CH2:36][CH2:37][CH2:38]3)=[CH:28][CH:29]=1)[O:2]2 |f:0.1,2.3|. Reported procedure: Dissolve 5-{hydroxy-[4-(2-piperidin-1-yl-ethoxy)-phenyl]-methyl}-6-(2,4,6-trifluoro-phenyl)-naphthalen-2-ol hydrochloride (730 mg, 1.4 mmol) and potassium tert-butoxide (5.36 mg, 4.8 mmol) in dry DMF (25 mL) and heat at 50° C. for 10 minutes. Cool reaction and pour onto ice/ethyl acetate. Separate organic layer and wash with 10% aqueous lithium chloride. Dry, filter, and concentrate in vacuo. Purify by silica gel chromatography using a 1-6% gradient of methanol in dichloromethane to yield 532 mg...